From a dataset of the Open Reaction Database (ORD), a public repository of structured organic reaction records. describe an organic reaction: reactants, conditions, products, and yield Reactants: C(C)(=O)C1=CNCCC1 (3-acetyl-1,4,5,6-tetrahydropyridine), BrCCC(C)C (1-bromo-3-methylbutane), CC(C)N1C=C(CCC1)C(=O)C (Methyl 1-(1-methylethyl)-1,4,5,6-tetrahydro-3-pyridyl ketone). The product is CC(CCN1C=C(CCC1)C(=O)C)C (Methyl 1-(3-methylbutyl)-1,4,5,6-tetrahydro-3-pyridyl ketone). As a reaction SMILES: [C:1]([C:4]1[CH2:9][CH2:8][CH2:7][NH:6][CH:5]=1)(=[O:3])[CH3:2].Br[CH2:11][CH2:12][CH:13]([CH3:15])[CH3:14].CC(N1CCCC(C(C)=O)=C1)C>>[CH3:14][CH:13]([CH3:15])[CH2:12][CH2:11][N:6]1[CH2:7][CH2:8][CH2:9][C:4]([C:1]([CH3:2])=[O:3])=[CH:5]1. Procedure details: Methyl 1-(3-methylbutyl)-1,4,5,6-tetrahydro-3-pyridyl ketone was prepared from 3-acetyl-1,4,5,6-tetrahydropyridine and 1-bromo-3-methylbutane according to the procedure of Part (b) of Example 1. The product distilled as a pale yellow oil (b.pt. 103-106 °C./0.1 mm Hg). Starting materials: CCOC(C)=O, NC(=O)CCC(=O)NCl, CN(C)C=O, O, CCOC(=O)c1cc(O)nc2c1cnn2C(C)C. Product: CCOC(=O)c1c(Cl)c(O)nc2c1cnn2C(C)C. RXN SMILES: [CH3:29][CH2:30][O:31][C:32](=[O:33])[CH3:34].[Cl:19][NH:20][C:21](=[O:22])[CH2:23][CH2:24][C:25]([NH2:26])=[O:27].[O:35]=[CH:36][N:37]([CH3:38])[CH3:39].[OH2:28].[OH:1][c:2]1[cH:3][c:4]([C:14](=[O:15])[O:16][CH2:17][CH3:18])[c:5]2[c:6]([n:7]1)[n:8]([CH:11]([CH3:12])[CH3:13])[n:9][cH:10]2>>[OH:1][c:2]1[c:3]([Cl:19])[c:4]([C:14](=[O:15])[O:16][CH2:17][CH3:18])[c:5]2[c:6]([n:7]1)[n:8]([CH:11]([CH3:12])[CH3:13])[n:9][cH:10]2. Reactants: C(C1=CC=CC=C1)N1C[C@@H]([C@H](C1)C1=CC=C(C=C1)F)C(C)=O (1-[(3R,4S)-1-benzyl-4-(4-fluoro-phenyl)-pyrrolidin-3-yl]-ethanone), [H-].[H-].[H-].[H-].[Li+].[Al+3] (LiAlH4). The solvent is C1CCOC1 (THF). Run at time 1 hour. Product: C(C1=CC=CC=C1)N1C[C@@H]([C@H](C1)C1=CC=C(C=C1)F)[C@@H](C)O ((R)-1-[(3R,4S)-1-benzyl-4-(4-fluoro-phenyl)-pyrrolidin-3-yl]-ethanol). Yield: 42.1%. As a reaction SMILES: [CH2:1]([N:8]1[CH2:12][C@H:11]([C:13]2[CH:18]=[CH:17][C:16]([F:19])=[CH:15][CH:14]=2)[C@@H:10]([C:20](=[O:22])[CH3:21])[CH2:9]1)[C:2]1[CH:7]=[CH:6][CH:5]=[CH:4][CH:3]=1.[H-].[H-].[H-].[H-].[Li+].[Al+3]>C1COCC1>[CH2:1]([N:8]1[CH2:12][C@H:11]([C:13]2[CH:14]=[CH:15][C:16]([F:19])=[CH:17][CH:18]=2)[C@@H:10]([C@H:20]([OH:22])[CH3:21])[CH2:9]1)[C:2]1[CH:3]=[CH:4][CH:5]=[CH:6][CH:7]=1 |f:1.2.3.4.5.6|. Reported procedure: To a solution of 1-[(3R,4S)-1-benzyl-4-(4-fluoro-phenyl)-pyrrolidin-3-yl]-ethanone (0.38 g, 1.27 mmol) in THF (15 mL) at 0° C. were added portion wise LiAlH4 (43 mg, 1.13 mmol). Stirring was continued for one hour, and the reaction mixture was carefully quenched by addition of aq. NH4Cl, concentrated under vacuo and the product extracted with EtOAC. The combined organic phases were dried on Na2SO4 and concentrated under vacuo. The two diastereoisomeres were separated by column chromatography (Si...